From a dataset of the Open Reaction Database (ORD), a public repository of structured organic reaction records. describe an organic reaction: reactants, conditions, products, and yield Starting materials: ClB(Cl)Cl, CCC1c2cc(F)ccc2-c2ccccc2N1S(=O)(=O)c1ccc(OC)c(C)c1, CCCC[N+](CCCC)(CCCC)CCCC, ClCCl, [I-]. Yields the product CCC1c2cc(F)ccc2-c2ccccc2N1S(=O)(=O)c1ccc(O)c(C)c1. Reaction SMILES: [B:30]([Cl:31])([Cl:32])[Cl:33].[CH2:1]([CH3:2])[CH:3]1[N:4]([S:18](=[O:19])(=[O:20])[c:21]2[cH:22][c:23]([CH3:29])[c:24]([O:27][CH3:28])[cH:25][cH:26]2)[c:5]2[cH:6][cH:7][cH:8][cH:9][c:10]2-[c:11]2[cH:12][cH:13][c:14]([F:17])[cH:15][c:16]21.[CH2:38]([N+:39]([CH2:40][CH2:41][CH2:42][CH3:43])([CH2:44][CH2:45][CH2:46][CH3:47])[CH2:48][CH2:49][CH2:50][CH3:51])[CH2:52][CH2:53][CH3:54].[Cl:34][CH2:35][Cl:36].[I-:37]>>[CH2:1]([CH3:2])[CH:3]1[N:4]([S:18](=[O:19])(=[O:20])[c:21]2[cH:22][c:23]([CH3:29])[c:24]([OH:27])[cH:25][cH:26]2)[c:5]2[cH:6][cH:7][cH:8][cH:9][c:10]2-[c:11]2[cH:12][cH:13][c:14]([F:17])[cH:15][c:16]21.